This data is from the Open Reaction Database (ORD), a public repository of structured organic reaction records. The task is: describe an organic reaction: reactants, conditions, products, and yield Starting materials: C(C)(C)(C)C1=NOC(C1)(C)C=O (3-tert-butyl-5-formyl-5-methylisoxazoline), C1(=CC=CC=C1)P(=CC(C)=O)(C1=CC=CC=C1)C1=CC=CC=C1 (1-triphenylphosphoranylidene-2-propanone), COC(C)(C)C (tert-butyl methyl ether). Solvent: ClCCl (dichloromethane). Reaction conditions: time 8 hour. Yields the product C(C)(C)(C)C1=NOC(C1)(C)C=CC(C)=O (4-[3-Tert-butyl-5-methylisoxazolin-5-yl]-3-buten-2-one). The yield is 97.8%. RXN SMILES: [C:1]([C:5]1[CH2:9][C:8]([CH:11]=O)([CH3:10])[O:7][N:6]=1)([CH3:4])([CH3:3])[CH3:2].C1(P(C2C=CC=CC=2)(C2C=CC=CC=2)=[CH:20][C:21](=[O:23])[CH3:22])C=CC=CC=1.COC(C)(C)C>ClCCl>[C:1]([C:5]1[CH2:9][C:8]([CH:11]=[CH:20][C:21](=[O:23])[CH3:22])([CH3:10])[O:7][N:6]=1)([CH3:2])([CH3:3])[CH3:4]. Reported procedure: 35.0 g (0.21 mole) of 3-tert-butyl-5-formyl-5-methylisoxazoline were added dropwise to a solution of 79 g (0.25 mole) of 1-triphenylphosphoranylidene-2-propanone in 200 ml of dichloromethane. The reaction mixture was kept at 40° C. for 8 hours and then stirred with tert-butyl methyl ether. The residue was filtered off under suction and the filtrate was evaporated down to give 43 g of a yellow oil which slowly crystallized. Conditions: time 1 hour. Yield: 47.0%. Procedure details: A 217 mg quantity of m-chloroperbenzoic acid was added to a solution of 662 mg of diphenylmethyl 7-(2-thienylacetamido)-2-methyl-3-(1-methyl-1H-tetrazol-5-yl)thiomethylceph-2-em-4-carboxylate in 30 ml of CH2Cl2 at -10° C., and the mixture was stirred at the same temperature for 1 hour. The reaction solution was washed with 10% Na2S2O3 solution and with saturated aqueous NaCl solution, and dried over MgSO4 to distill off the CH2Cl2 under reduced pressure. The residue was added on a column of sili... Reaction SMILES: ClC1C=CC=C(C(OO)=[O:9])C=1.[S:12]1[CH:16]=[CH:15][CH:14]=[C:13]1[CH2:17][C:18]([NH:20][CH:21]1[C:53](=[O:54])[N:23]2[CH:24]([C:37]([O:39][CH:40]([C:47]3[CH:52]=[CH:51][CH:50]=[CH:49][CH:48]=3)[C:41]3[CH:46]=[CH:45][CH:44]=[CH:43][CH:42]=3)=[O:38])[C:25]([CH2:29][S:30][C:31]3[N:35]([CH3:36])[N:34]=[N:33][N:32]=3)=[C:26]([CH3:28])[S:27][C@H:22]12)=[O:19]>C(Cl)Cl>[S:12]1[CH:16]=[CH:15][CH:14]=[C:13]1[CH2:17][C:18]([NH:20][CH:21]1[C:53](=[O:54])[N:23]2[C:24]([C:37]([O:39][CH:40]([C:47]3[CH:48]=[CH:49][CH:50]=[CH:51][CH:52]=3)[C:41]3[CH:42]=[CH:43][CH:44]=[CH:45][CH:46]=3)=[O:38])=[C:25]([CH2:29][S:30][C:31]3[N:35]([CH3:36])[N:34]=[N:33][N:32]=3)[C@@H:26]([CH3:28])[S:27](=[O:9])[C@H:22]12)=[O:19]. Solvent: C(Cl)Cl (CH2Cl2). Product: S1C(=CC=C1)CC(=O)NC1[C@@H]2N(C(=C([C@H](S2=O)C)CSC2=NN=NN2C)C(=O)OC(C2=CC=CC=C2)C2=CC=CC=C2)C1=O (diphenylmethyl 7-(2-thienylacetamido)-2α-methyl-3-(1-methyl-1H-tetrazol-5-yl)thiomethylceph-3-em-4-carboxylate 1-oxide). Reactants: ClC1=CC(=CC=C1)C(=O)OO (m-chloroperbenzoic acid), S1C(=CC=C1)CC(=O)NC1[C@@H]2N(C(C(=C(S2)C)CSC2=NN=NN2C)C(=O)OC(C2=CC=CC=C2)C2=CC=CC=C2)C1=O (diphenylmethyl 7-(2-thienylacetamido)-2-methyl-3-(1-methyl-1H-tetrazol-5-yl)thiomethylceph-2-em-4-carboxylate). Starting materials: CCN(CC)C(=O)c1ccc(C(c2cccc(O[Si](C)(C)C(C)(C)C)c2)N2CCN(Cc3ccco3)CC2)cc1, Cl. The product is CCN(CC)C(=O)c1ccc(C(c2cccc(O)c2)N2CCN(Cc3ccco3)CC2)cc1. As a reaction SMILES: [C:1]([Si:2]([CH3:3])([CH3:4])[O:6][c:7]1[cH:8][c:9]([CH:13]([c:14]2[cH:15][cH:16][c:17]([C:18](=[O:19])[N:20]([CH2:21][CH3:22])[CH2:23][CH3:24])[cH:25][cH:26]2)[N:27]2[CH2:28][CH2:29][N:30]([CH2:33][c:34]3[o:35][cH:36][cH:37][cH:38]3)[CH2:31][CH2:32]2)[cH:10][cH:11][cH:12]1)([CH3:5])([CH3:39])[CH3:40].[ClH:41]>>[OH:6][c:7]1[cH:8][c:9]([CH:13]([c:14]2[cH:15][cH:16][c:17]([C:18](=[O:19])[N:20]([CH2:21][CH3:22])[CH2:23][CH3:24])[cH:25][cH:26]2)[N:27]2[CH2:28][CH2:29][N:30]([CH2:33][c:34]3[o:35][cH:36][cH:37][cH:38]3)[CH2:31][CH2:32]2)[cH:10][cH:11][cH:12]1.